Dataset: the Open Reaction Database (ORD), a public repository of structured organic reaction records. Task: describe an organic reaction: reactants, conditions, products, and yield Reactants: N1=C(C=CC=C1)C=1C=C(SC1)C=O (4-(2-pyridinyl)-2-thiophenecarboxaldehyde), N1(N=CC=C1)C1=CC=C(C=O)C=C1 (4-(1H-pyrazol-1-yl)-benzaldehyde). The product is N1=C(C=CC=C1)C=1C=C(SC1)/C=C/C=O ((2E)-3-[4-(2-pyridinyl)-2-thienyl]-2-propenal). As a reaction SMILES: [N:1]1[CH:6]=[CH:5][CH:4]=[CH:3][C:2]=1[C:7]1[CH:8]=[C:9]([CH:12]=O)[S:10][CH:11]=1.N1(C2C=C[C:22]([CH:23]=[O:24])=CC=2)C=CC=N1>>[N:1]1[CH:6]=[CH:5][CH:4]=[CH:3][C:2]=1[C:7]1[CH:8]=[C:9](/[CH:12]=[CH:22]/[CH:23]=[O:24])[S:10][CH:11]=1. Reported procedure: The title compound is prepared by a procedure analogous to Reference Example 30 by substituting 4-(2-pyridinyl)-2-thiophenecarboxaldehyde (prepared as described in Reference Example 91) for the 4-(1H-pyrazol-1-yl)-benzaldehyde of Reference Example 30. MS 216 (M+H)+.